From a dataset of the Open Reaction Database (ORD), a public repository of structured organic reaction records. describe an organic reaction: reactants, conditions, products, and yield The reactants are C(C1=CC=CC=C1)N1CCC(=CC2=C1C=CC(=C2)C2=CC=C(C=C2)OCCOCCC)C(=O)OC (methyl 1-benzyl-7-[4-(2-propoxyethoxy)phenyl]-2,3-dihydro-1H-1-benzazepine-4-carboxylate), [OH-].[Na+] (sodium hydroxide). The solvent is CO (methanol), C1CCOC1 (THF). Reaction conditions: time 8 hour. The product is C(C1=CC=CC=C1)N1CCC(=CC2=C1C=CC(=C2)C2=CC=C(C=C2)OCCOCCC)C(=O)O (1-benzyl-7-[4-(2-propoxyethoxy)phenyl]-2,3-dihydro-1H-1-benzazepine-4-carboxylic acid). Isolated yield 61.1%. Reaction SMILES: [CH2:1]([N:8]1[C:14]2[CH:15]=[CH:16][C:17]([C:19]3[CH:24]=[CH:23][C:22]([O:25][CH2:26][CH2:27][O:28][CH2:29][CH2:30][CH3:31])=[CH:21][CH:20]=3)=[CH:18][C:13]=2[CH:12]=[C:11]([C:32]([O:34]C)=[O:33])[CH2:10][CH2:9]1)[C:2]1[CH:7]=[CH:6][CH:5]=[CH:4][CH:3]=1.[OH-].[Na+]>CO.C1COCC1>[CH2:1]([N:8]1[C:14]2[CH:15]=[CH:16][C:17]([C:19]3[CH:20]=[CH:21][C:22]([O:25][CH2:26][CH2:27][O:28][CH2:29][CH2:30][CH3:31])=[CH:23][CH:24]=3)=[CH:18][C:13]=2[CH:12]=[C:11]([C:32]([OH:34])=[O:33])[CH2:10][CH2:9]1)[C:2]1[CH:7]=[CH:6][CH:5]=[CH:4][CH:3]=1 |f:1.2|. Procedure: In methanol (10 ml) and THF (10 ml) was dissolved methyl 1-benzyl-7-[4-(2-propoxyethoxy)phenyl]-2,3-dihydro-1H-1-benzazepine-4-carboxylate (0.27 g). To the solution was added 1N sodium hydroxide solution (10 ml), and the mixture was stirred at room temperature overnight and concentrated, which was neutralized with 1N hydrochloric acid and extracted with ethyl acetate. The organic layer was washed with water and saturated brine and dried with anhydrous magnesium sulfate. The solvent was evaporate... Starting materials: [BH4-].[Na+] (NaBH4), CC1OC2=C(C(C1N1C=NC=C1)=O)C=CC=C2 (2-methyl-3-(1-imidazolyl)-2,3-dihydro-4H-1-benzopyran-4 one), O (water). The solvent is CO (MeOH). Reaction conditions: time 2 hour. Product: CC1OC2=C(C(C1N1C=NC=C1)O)C=CC=C2 (2-methyl-3-(1-imidazolyl)-2.3-dihydro-4H-1-benzopyran-4-ol). Isolated yield 99.1%. As a reaction SMILES: [BH4-].[Na+].[CH3:3][CH:4]1[CH:9]([N:10]2[CH:14]=[CH:13][N:12]=[CH:11]2)[C:8](=[O:15])[C:7]2[CH:16]=[CH:17][CH:18]=[CH:19][C:6]=2[O:5]1.O>CO>[CH3:3][CH:4]1[CH:9]([N:10]2[CH:14]=[CH:13][N:12]=[CH:11]2)[CH:8]([OH:15])[C:7]2[CH:16]=[CH:17][CH:18]=[CH:19][C:6]=2[O:5]1 |f:0.1|. Reported procedure: NaBH4 (0.6 g) was added portionwise to a solution of 2-methyl-3-(1-imidazolyl)-2,3-dihydro-4H-1-benzopyran-4 one (1.3 g) in MeOH (70 ml) at room temperature. The mixture, stirred for 2 hours, added with water (300 ml), extracted with CHCl3, dried and evaporated to dryness gave 2-methyl-3-(1-imidazolyl)-2.3-dihydro-4H-1-benzopyran-4-ol (1.3 g); Starting materials: NC1=NC=CC=C1Br (2-amino-3-bromopyridine), C1(=CC=CC=C1)B(O)O (phenylboronic acid), C([O-])(O)=O.[Na+] (sodium bicarbonate), O1CCOCC1 (dioxane). Reagents/catalysts: Cl[Pd]([P](C1=CC=CC=C1)(C2=CC=CC=C2)C3=CC=CC=C3)([P](C4=CC=CC=C4)(C5=CC=CC=C5)C6=CC=CC=C6)Cl (dichlorobis(triphenylphosphine)palladium(II)). The solvent is O (water). Reaction conditions: temperature 150 celsius. Product: NC1=NC=CC=C1C1=CC=CC=C1 (2-amino-3-phenylpyridine). Yield: 70.9%. As a reaction SMILES: [NH2:1][C:2]1[C:7](Br)=[CH:6][CH:5]=[CH:4][N:3]=1.[C:9]1(B(O)O)[CH:14]=[CH:13][CH:12]=[CH:11][CH:10]=1.C(=O)(O)[O-].[Na+].O1CCOCC1>Cl[Pd](Cl)([P](C1C=CC=CC=1)(C1C=CC=CC=1)C1C=CC=CC=1)[P](C1C=CC=CC=1)(C1C=CC=CC=1)C1C=CC=CC=1.O>[NH2:1][C:2]1[C:7]([C:9]2[CH:14]=[CH:13][CH:12]=[CH:11][CH:10]=2)=[CH:6][CH:5]=[CH:4][N:3]=1 |f:2.3,^1:31,50|. Procedure details: A microwave vial was charged with 2-amino-3-bromopyridine (0.5 g, 2.9 mmol), phenylboronic acid (0.52 g, 4.3 mmol), sodium bicarbonate (0.31 g, 2.9 mmol), dichlorobis(triphenylphosphine)palladium(II) (0.1 g, 0.14 mmol), dioxane (5 mL) and water (1 mL). The vial was capped, and the reaction mixture was heated at 150° C. for 10 min. The reaction mixture was then cooled, quenched with water (10 mL), and extracted twice with ethyl acetate. The combined organic phases were dried (MgSO4) and concentra... Starting materials: FC=1C=C(C=CC1O)C1=CC(=C(C=C1)OCCCCCC)F (3,3'-difluoro-4-hydroxy-4'-hexyloxybiphenyl), C(CCCC)C1CC(C1)C(=O)Cl (3-pentylcyclobutanecarboxylic acid chloride), C(CCCCCCC)C1CC(C1)C(=O)Cl (3-octylcyclobutanecarboxylic acid chloride). Product: C(CCCC)C1CC(C1)C(=O)OC1=C(C=C(C=C1)C1=CC(=C(C=C1)OCCCCCC)F)F (3,3'-difluoro-4-hexyloxybiphenyl-4'-Yl 3-pentylcyclobutanecarboxylate). Isolated yield 61.2%. Reaction SMILES: [F:1][C:2]1[CH:3]=[C:4]([C:9]2[CH:14]=[CH:13][C:12]([O:15][CH2:16][CH2:17][CH2:18][CH2:19][CH2:20][CH3:21])=[C:11]([F:22])[CH:10]=2)[CH:5]=[CH:6][C:7]=1O.[CH2:23]([CH:28]1[CH2:31][CH:30]([C:32](Cl)=[O:33])[CH2:29]1)[CH2:24][CH2:25][CH2:26][CH3:27].C(C1CC(C(Cl)=[O:48])C1)CCCCCCC>>[CH2:23]([CH:28]1[CH2:31][CH:30]([C:32]([O:33][C:7]2[CH:6]=[CH:5][C:4]([C:9]3[CH:14]=[CH:13][C:12]([O:15][CH2:16][CH2:17][CH2:18][CH2:19][CH2:20][CH3:21])=[C:11]([F:22])[CH:10]=3)=[CH:3][C:2]=2[F:1])=[O:48])[CH2:29]1)[CH2:24][CH2:25][CH2:26][CH3:27]. Reported procedure: Except that 0.60 g of the crude 3,3'-difluoro-4-hydroxy-4'-hexyloxybiphenyl obtained in Example 12-(c) was used in place of 0.7 g of the crude 3,3'-difluoro-4-hydroxy-4'-decyloxybiphenyl and 0.4 g of 3-pentylcyclobutanecarboxylic acid chloride obtained in Example 1-(a) in place of 0.5 g of the 3-octylcyclobutanecarboxylic acid chloride used in Example 9-(g) and purification was carried out by way of column chromatography on silica gel (eluent: hexane/benzene=3/1), the operation was performed in ...